This data is from the Open Reaction Database (ORD), a public repository of structured organic reaction records. The task is: describe an organic reaction: reactants, conditions, products, and yield Starting materials: ClC1=CC(=NC(=N1)SC)NC=1NN=C(C1)C ([6-chloro-2-methylsulfanyl-primidin-4-yl)-(5-methyl-2H-pyrazol-3-yl)-amine), N1CCOCC1 (morpholine). The product is CSC1=NC(=CC(=N1)NC=1NN=C(C1)C)N1CCOCC1 ([2-methylsulfanyl-6-(morpholin-4-yl)-pyrimidin-4-yl]-(5-methyl-2H-pyrazol-3-yl)-amine). Reaction SMILES: Cl[C:2]1[N:7]=[C:6]([S:8][CH3:9])[N:5]=[C:4]([NH:10][C:11]2[NH:12][N:13]=[C:14]([CH3:16])[CH:15]=2)[CH:3]=1.[NH:17]1[CH2:22][CH2:21][O:20][CH2:19][CH2:18]1>>[CH3:9][S:8][C:6]1[N:5]=[C:4]([NH:10][C:11]2[NH:12][N:13]=[C:14]([CH3:16])[CH:15]=2)[CH:3]=[C:2]([N:17]2[CH2:22][CH2:21][O:20][CH2:19][CH2:18]2)[N:7]=1. Reported procedure: The above-prepared [6-chloro-2-methylsulfanyl-primidin-4-yl)-(5-methyl-2H-pyrazol-3-yl)-amine (2.42 g, 9.46 mmol) is heated in morpholine (10 mL) at 130° C. for 15 hours. The solvent is then removed in vacuo and the solid residue is triturated in EtOH and collected by filtration to give [2-methylsulfanyl-6-(morpholin-4-yl)-pyrimidin-4-yl]-(5-methyl-2H-pyrazol-3-yl)-amine.